describe an organic reaction: reactants, conditions, products, and yield From a dataset of the Open Reaction Database (ORD), a public repository of structured organic reaction records. As a reaction SMILES: [Cl:12][c:13]1[c:14]([C:15](=[O:16])[OH:17])[cH:18][cH:19][cH:20][c:21]1[Cl:22].[N:1]12[CH2:2][CH:3]3[CH:4]([NH2:11])[CH:5]([CH2:6][CH:7]([CH2:8]1)[CH2:9]3)[CH2:10]2>>[N:1]12[CH2:2][CH:3]3[CH:4]([NH:11][C:15]([c:14]4[c:13]([Cl:12])[c:21]([Cl:22])[cH:20][cH:19][cH:18]4)=[O:16])[CH:5]([CH2:6][CH:7]([CH2:8]1)[CH2:9]3)[CH2:10]2. The reactants are O=C(O)c1cccc(Cl)c1Cl, NC1C2CC3CC1CN(C3)C2. Product: O=C(NC1C2CC3CC1CN(C3)C2)c1cccc(Cl)c1Cl. Reactants: C(C)(C)(C)C1=C(OC2=NC=CC=C2[N+](=O)[O-])C=CC=C1 (2-(2-tert-Butyl-phenoxy)-3-nitro-pyridine). Reagents/catalysts: [Pd] (Palladium on charcoal). Run in CO (methanol), C(C)(=O)OCC (ethyl acetate). Run at time 8 hour. Yields the product C(C)(C)(C)C1=C(OC2=NC=CC=C2N)C=CC=C1 (2-(2-tert-Butyl-phenoxy)-pyridin-3-ylamine). The yield is 112.1%. As a reaction SMILES: [C:1]([C:5]1[CH:20]=[CH:19][CH:18]=[CH:17][C:6]=1[O:7][C:8]1[C:13]([N+:14]([O-])=O)=[CH:12][CH:11]=[CH:10][N:9]=1)([CH3:4])([CH3:3])[CH3:2]>CO.C(OCC)(=O)C.[Pd]>[C:1]([C:5]1[CH:20]=[CH:19][CH:18]=[CH:17][C:6]=1[O:7][C:8]1[C:13]([NH2:14])=[CH:12][CH:11]=[CH:10][N:9]=1)([CH3:4])([CH3:2])[CH3:3]. Procedure details: 1a (7.2 g, 26.5 mmol) was dissolved in a 1:1 mixture of methanol and ethyl acetate (160 mL). Palladium on charcoal (10%, 360 mg, 0.33 mmol) was added, and the mixture was stirred overnight under hydrogen atmosphere. The reaction mixture was filtered over Celite® and concentrated to afford 7.2 g (100%) of 1b as a white powder. [M+H]+=243.3. Reactants: [OH-].[Na+] (NaOH), C(C)(C)(C)OC(=O)N[C@@H]1CC[C@H](CC1)NC1=NC=2N(C(=C1C)N(C(=O)C1=CC=C(C=C1)OCC)OC(C)(C)C)N=CC2C(=O)OCC (ethyl 5-({trans-4-[(tert-butoxy)carbonylamino]cyclohexyl}amino)-7-[(tert-butoxy)-N-(4-ethoxyphenyl)carbonylamino]-6-methylpyrazolo[1,5-a]pyrimidine-3-carboxylate), Cl (HCl). Solvent: CC(C)O (2-propanol). Reaction conditions: temperature 50 celsius, time 40 hour. The product is C(C)(C)(C)OC(=O)N[C@@H]1CC[C@H](CC1)NC1=NC=2N(C(=C1C)N(C(=O)C1=CC=C(C=C1)OCC)OC(C)(C)C)N=CC2C(=O)O (5-({trans-4-[(tert-butoxy)carbonylamino]cyclohexyl}amino)-7-[(tert-butoxy)-N-(4-ethoxyphenyl)carbonylamino]-6-methylpyrazolo[1,5-a]pyrimidine-3-carboxylic acid). Yield: 100.7%. As a reaction SMILES: [C:1]([O:5][C:6]([NH:8][C@H:9]1[CH2:14][CH2:13][C@H:12]([NH:15][C:16]2[C:21]([CH3:22])=[C:20]([N:23]([O:35][C:36]([CH3:39])([CH3:38])[CH3:37])[C:24]([C:26]3[CH:31]=[CH:30][C:29]([O:32][CH2:33][CH3:34])=[CH:28][CH:27]=3)=[O:25])[N:19]3[N:40]=[CH:41][C:42]([C:43]([O:45]CC)=[O:44])=[C:18]3[N:17]=2)[CH2:11][CH2:10]1)=[O:7])([CH3:4])([CH3:3])[CH3:2].[OH-].[Na+].Cl>CC(O)C>[C:1]([O:5][C:6]([NH:8][C@H:9]1[CH2:10][CH2:11][C@H:12]([NH:15][C:16]2[C:21]([CH3:22])=[C:20]([N:23]([O:35][C:36]([CH3:37])([CH3:38])[CH3:39])[C:24]([C:26]3[CH:27]=[CH:28][C:29]([O:32][CH2:33][CH3:34])=[CH:30][CH:31]=3)=[O:25])[N:19]3[N:40]=[CH:41][C:42]([C:43]([OH:45])=[O:44])=[C:18]3[N:17]=2)[CH2:13][CH2:14]1)=[O:7])([CH3:2])([CH3:3])[CH3:4] |f:1.2|. Reported procedure: To a stirred suspension of ethyl 5-({trans-4-[(tert-butoxy)carbonylamino]cyclohexyl}amino)-7-[(tert-butoxy)-N-(4-ethoxyphenyl)carbonylamino]-6-methylpyrazolo[1,5-a]pyrimidine-3-carboxylate (5.55 g) in 2-propanol (136 mL) was added 2 mol/L aqueous NaOH (34 mL). The resulting mixture was stirred at 50° C. for 40 h, and then at 80° C. for 4 h. The mixture was acidified (pH 4) with 1 mol/L aqueous HCl and concentrated in vacuo. The residue was suspended in water (150 mL) and slowly stirred for 1 h. ... Reactants: NC1=C(C=CC(=C1)[N+](=O)[O-])S (2-amino-4-nitrothiophenol), C1(=CC=C(C=C1)C=O)C (4-tolualdehyde). The solvent is N1=CC=CC=C1 (pyridine). Reaction conditions: temperature 100 celsius. Product: CC1=CC=C(C=C1)C=1SC2=C(N1)C=C(C=C2)[N+](=O)[O-] (2-(4-Methylphenyl)-5-nitrobenzthiazole). RXN SMILES: [NH2:1][C:2]1[CH:7]=[C:6]([N+:8]([O-:10])=[O:9])[CH:5]=[CH:4][C:3]=1[SH:11].[C:12]1([CH3:20])[CH:17]=[CH:16][C:15]([CH:18]=O)=[CH:14][CH:13]=1>N1C=CC=CC=1>[CH3:20][C:12]1[CH:17]=[CH:16][C:15]([C:18]2[S:11][C:3]3[CH:4]=[CH:5][C:6]([N+:8]([O-:10])=[O:9])=[CH:7][C:2]=3[N:1]=2)=[CH:14][CH:13]=1. Procedure: To a stirred solution of 153.2 g (0.9 mole) of 2-amino-4-nitrothiophenol in pyridine is added 108.1 g (0.9 mole) of 4-tolualdehyde, and the reaction is heated at 100° C. until the starting materials are consumed. After cooling to room temperature, the mixture is acidified with cold 2N HCl, and the intermediate benzthiazoline is collected by filtration. The benzthiazoline is dissolved in methanol, then ferric chloride is added, and the solution is warmed at 40° C. for about 2 hours until oxidatio...